This data is from the Open Reaction Database (ORD), a public repository of structured organic reaction records. The task is: describe an organic reaction: reactants, conditions, products, and yield Reactants: [Al+3], S=C=S, CC(=O)Cl, [Cl-], [Cl-], [Cl-], Cl, Fc1ccccc1-c1ccccc1. The product is CC(=O)c1ccc(-c2ccccc2F)cc1. As a reaction SMILES: [Al+3:15].[C:23](=[S:24])=[S:25].[CH3:18][C:19]([Cl:20])=[O:21].[Cl-:14].[Cl-:16].[Cl-:17].[ClH:22].[F:1][c:2]1[c:3](-[c:8]2[cH:9][cH:10][cH:11][cH:12][cH:13]2)[cH:4][cH:5][cH:6][cH:7]1>>[F:1][c:2]1[c:3](-[c:8]2[cH:9][cH:10][c:11]([C:19]([CH3:18])=[O:21])[cH:12][cH:13]2)[cH:4][cH:5][cH:6][cH:7]1.